This data is from the Open Reaction Database (ORD), a public repository of structured organic reaction records. The task is: describe an organic reaction: reactants, conditions, products, and yield Starting materials: C1CCOC1, CC(C)(C)[O-], COC[P+](c1ccccc1)(c1ccccc1)c1ccccc1, [Cl-], O=Cc1ccc(-c2ccc(C(F)(F)F)cc2)cc1, [K+]. The product is COC=Cc1ccc(-c2ccc(C(F)(F)F)cc2)cc1. As a reaction SMILES: [CH2:48]1[O:49][CH2:50][CH2:51][CH2:52]1.[CH3:1][C:2]([CH3:3])([O-:4])[CH3:5].[CH3:8][O:9][CH2:10][P+:11]([c:12]1[cH:13][cH:14][cH:15][cH:16][cH:17]1)([c:18]1[cH:19][cH:20][cH:21][cH:22][cH:23]1)[c:24]1[cH:25][cH:26][cH:27][cH:28][cH:29]1.[Cl-:7].[F:30][C:31]([c:32]1[cH:33][cH:34][c:35](-[c:38]2[cH:39][cH:40][c:41]([CH:44]=[O:45])[cH:42][cH:43]2)[cH:36][cH:37]1)([F:46])[F:47].[K+:6]>>[CH3:8][O:9][CH:10]=[CH:44][c:41]1[cH:40][cH:39][c:38](-[c:35]2[cH:34][cH:33][c:32]([C:31]([F:30])([F:46])[F:47])[cH:37][cH:36]2)[cH:43][cH:42]1. Starting materials: product, C[Si](C)(C)C#N (trimethylsilyl cyanide), COC1=C2CC(CC(C2=CC=C1OC)=O)C1=CC=CC=C1 (5,6-dimethoxy-3-phenyl 1,2,3,4-tetrahydro 1-naphthalenone), trimethylsilyl, FC(C(=O)O)(F)F (trifluoroacetic acid), C=1(C(=CC=CC1)S(=O)(=O)O)C (toluene sulfonic acid). The reagents and catalysts are [Cl-].[Al+3].[Cl-].[Cl-] (aluminum chloride). Run in C1(=CC=CC=C1)C (toluene), C1(=CC=CC=C1)C (toluene). Run at temperature 60 celsius. Yields the product C(#N)C1=CC(CC2=C(C(=CC=C12)OC)OC)C1=CC=CC=C1 (1-Cyano-3,4-dihydro 5,6-dimethoxy 3-phenyl-naphthalene). Isolated yield 83.4%. RXN SMILES: [CH3:1][O:2][C:3]1[C:12]([O:13][CH3:14])=[CH:11][CH:10]=[C:9]2[C:4]=1[CH2:5][CH:6]([C:16]1[CH:21]=[CH:20][CH:19]=[CH:18][CH:17]=1)[CH2:7][C:8]2=O.C[Si]([C:26]#[N:27])(C)C.FC(F)(F)C(O)=O.C1(C)C(S(O)(=O)=O)=CC=CC=1>C1(C)C=CC=CC=1.[Cl-].[Al+3].[Cl-].[Cl-]>[C:26]([C:8]1[C:9]2[C:4](=[C:3]([O:2][CH3:1])[C:12]([O:13][CH3:14])=[CH:11][CH:10]=2)[CH2:5][CH:6]([C:16]2[CH:17]=[CH:18][CH:19]=[CH:20][CH:21]=2)[CH:7]=1)#[N:27] |f:5.6.7.8|. Reported procedure: To a suspension of 10 g (35 mmol) of 5,6-dimethoxy-3-phenyl 1,2,3,4-tetrahydro 1-naphthalenone, the product of Example 1, was added 7.5 g (75.6 mmol) of trimethylsilyl cyanide (commercially available from Aldrich Chemical Company) and approximately 50 mg of anhydrous aluminum chloride (AlCl3). The reaction mixture was heated at 60° C. for 3 h then cooled to ambient temperature and diluted with 150 mL of toluene. The volume of the reaction mixture was reduced in vacuo to approximately 50 mL. The ... Starting materials: ClC=1N=CC2=CC=CC=C2C1 (3-chloroisoquinoline), OCCN1CCNCC1 (N-(2-hydroxyethyl)-piperazine), C1(=C(C(=C(C(=C1F)F)F)N)F)N.Cl.Cl (dihydrochloride). Yields the product OCCN1CCN(CC1)C=1N=CC2=CC=CC=C2C1 (3-(4-(2-Hydroxyethyl)-piperazin-1-yl)-isoquinoline). As a reaction SMILES: Cl[C:2]1[N:3]=[CH:4][C:5]2[C:10]([CH:11]=1)=[CH:9][CH:8]=[CH:7][CH:6]=2.[OH:12][CH2:13][CH2:14][N:15]1[CH2:20][CH2:19][NH:18][CH2:17][CH2:16]1.C1(N)C(F)=C(F)C(F)=C(N)C=1F.Cl.Cl>>[OH:12][CH2:13][CH2:14][N:15]1[CH2:20][CH2:19][N:18]([C:2]2[N:3]=[CH:4][C:5]3[C:10]([CH:11]=2)=[CH:9][CH:8]=[CH:7][CH:6]=3)[CH2:17][CH2:16]1 |f:2.3.4|. Reported procedure: Prepared analogously to Example 1 from 3-chloroisoquinoline and N-(2-hydroxyethyl)-piperazine. Melting point of base 134°-136° C.; melting point of dihydrochloride 282°-283° C.